Dataset: the Open Reaction Database (ORD), a public repository of structured organic reaction records. Task: describe an organic reaction: reactants, conditions, products, and yield The reactants are C(C(=C)C)(=O)OC (methyl methacrylate), C(C=C)(=O)OCCCC (n-butyl acrylate), C(CCCCCCCCCCC)S (n-dodecylmercaptan), S(O)(O)(=O)=O (sulfuric acid), 40, C(C(=C)C)(=O)OC (methyl methacrylate), C(C=C)(=O)OCCCC (n-butyl acrylate), C(CCCCCCCCCCC)S (n-dodecylmercaptan). The solvent is O (water). Reaction conditions: temperature 70 celsius. Product: C(C(=C)C)(=O)OC.C(C=C)(=O)OCCCC (methyl methacrylate n-butyl acrylate). RXN SMILES: S(=O)(=O)(O)O.[C:6]([O:11][CH3:12])(=[O:10])[C:7]([CH3:9])=[CH2:8].[C:13]([O:17][CH2:18][CH2:19][CH2:20][CH3:21])(=[O:16])[CH:14]=[CH2:15].C(S)CCCCCCCCCCC>O>[C:6]([O:11][CH3:12])(=[O:10])[C:7]([CH3:9])=[CH2:8].[C:13]([O:17][CH2:18][CH2:19][CH2:20][CH3:21])(=[O:16])[CH:14]=[CH2:15] |f:5.6|. Procedure: 5 parts of mercapto-terminated PVA (having a degree of polymerization of 550, a saponification degree of 88.3 mol % and a mercapto group content of 3.3×10−5 equivalent/g) and 90 parts of ion-exchanged water were fed into a glass vessel equipped with a reflux condenser, a dropping funnel, a thermometer, a nitrogen inlet mouth and a stirrer, and completely dissolved at 95° C. Next, its pH was made to be 4 with diluted sulfuric acid added thereto, and then 10 parts of methyl methacrylate, 10 parts ... Starting materials: C=CC(CCC)=O (hex-1-en-3-one), N1(CCCCC1)C=CC1=CC=C(C=C1)C1=CC=C(C=C1)CCCCC (1-piperidino-2-(4'-pentylbiphenyl-4-yl)ethene), enamine, C(CCC)(=O)Cl (butanoyl chloride), C(=C)C(=O)C=C (vinyl ketone). Yields the product C(CCCC)C1=CC=C(C=C1)C1=CC=C(C=C1)C=1C=CC(=NC1)CCC (5-(4'-pentylbiphenyl-4-yl)-2-propylpyridine). RXN SMILES: C=C[C:3](=O)[CH2:4][CH2:5][CH3:6].[C:8](Cl)(=O)[CH2:9]CC.[CH:14](C(C=C)=O)=C.[N:20]1([CH:26]=[CH:27][C:28]2[CH:33]=[CH:32][C:31]([C:34]3[CH:39]=[CH:38][C:37]([CH2:40]CCCC)=[CH:36][CH:35]=3)=[CH:30][CH:29]=2)CC[CH2:23][CH2:22][CH2:21]1>>[CH2:40]([C:37]1[CH:36]=[CH:35][C:34]([C:31]2[CH:30]=[CH:29][C:28]([C:27]3[CH:8]=[CH:9][C:21]([CH2:22][CH2:23][CH3:14])=[N:20][CH:26]=3)=[CH:33][CH:32]=2)=[CH:39][CH:38]=1)[CH2:6][CH2:5][CH2:4][CH3:3]. Reported procedure: Example 11 is repeated by reacting hex-1-en-3-one (preparable starting from butanoyl chloride analogously to the vinyl ketone in Example 11) and 1-piperidino-2-(4'-pentylbiphenyl-4-yl)ethene (preparable analogously to the preparation of the enamine in Example 11) to give 5-(4'-pentylbiphenyl-4-yl)-2-propylpyridine having SE 178° SB 211° SA 222° I. The yield is 74.3%. Procedure details: A microwave vial was charged with N-(5-bromopyridin-3-yl)pivalamide (0.2 g, 0.778 mmol), 1-methyl-6-(4,4,5,5-tetramethyl-[1,3,2]dioxaborolan-2-yl)-3,4-dihydro-1H-quinolin-2-one (intermediate A-1) (0.246 g, 0.856 mmol) and DMF (4 mL). The reaction mixture was purged with Argon; then, bis(triphenylphosphine)palladium(II)chloride (0.055 g, 0.078 mmol), followed by 1N aqueous Na2CO3 solution (2.33 mL, 2.33 mmol) were added and the reaction was heated in the microwave at 120° C. for 5 min. The reacti... Conditions: temperature 120 celsius. The product is CC(C(=O)NC=1C=NC=C(C1)C=1C=C2CCC(N(C2=CC1)C)=O)(C)C (2,2-Dimethyl-N-[5-(1-methyl-2-oxo-1,2,3,4-tetrahydro-quinolin-6-yl)-pyridin-3-yl]-propionamide). As a reaction SMILES: Br[C:2]1[CH:3]=[C:4]([NH:8][C:9](=[O:14])[C:10]([CH3:13])([CH3:12])[CH3:11])[CH:5]=[N:6][CH:7]=1.[CH3:15][N:16]1[C:25]2[C:20](=[CH:21][C:22](B3OC(C)(C)C(C)(C)O3)=[CH:23][CH:24]=2)[CH2:19][CH2:18][C:17]1=[O:35].CN(C=O)C.C([O-])([O-])=O.[Na+].[Na+]>CCOC(C)=O.C1C=CC(P(C2C=CC=CC=2)C2C=CC=CC=2)=CC=1.C1C=CC(P(C2C=CC=CC=2)C2C=CC=CC=2)=CC=1.Cl[Pd]Cl>[CH3:11][C:10]([CH3:13])([CH3:12])[C:9]([NH:8][C:4]1[CH:5]=[N:6][CH:7]=[C:2]([C:22]2[CH:21]=[C:20]3[C:25](=[CH:24][CH:23]=2)[N:16]([CH3:15])[C:17](=[O:35])[CH2:18][CH2:19]3)[CH:3]=1)=[O:14] |f:3.4.5,7.8.9|. Solvent: CCOC(=O)C (EtOAc). The reagents and catalysts are C1=CC=C(C=C1)P(C2=CC=CC=C2)C3=CC=CC=C3.C1=CC=C(C=C1)P(C2=CC=CC=C2)C3=CC=CC=C3.Cl[Pd]Cl (bis(triphenylphosphine)palladium(II)chloride). The reactants are BrC=1C=C(C=NC1)NC(C(C)(C)C)=O (N-(5-bromopyridin-3-yl)pivalamide), CN1C(CCC2=CC(=CC=C12)B1OC(C(O1)(C)C)(C)C)=O (1-methyl-6-(4,4,5,5-tetramethyl-[1,3,2]dioxaborolan-2-yl)-3,4-dihydro-1H-quinolin-2-one), CN(C)C=O (DMF), C(=O)([O-])[O-].[Na+].[Na+] (Na2CO3). The reactants are [Cl-], O=C(O)c1sc2cc(Cl)ccc2c1Cl, Cl[Cu], [Na+], [Na+], [OH-], O=S([O-])O. Yields the product [Na+], O=C(O)c1sc2cc(Cl)ccc2c1S(=O)(=O)[O-]. As a reaction SMILES: [Cl-:1].[Cl:2][c:3]1[c:4]2[c:5]([s:6][c:7]1[C:8](=[O:9])[OH:10])[cH:11][c:12]([Cl:15])[cH:13][cH:14]2.[Cu:23][Cl:24].[Na+:17].[Na+:22].[OH-:16].[S:18](=[O:19])([OH:20])[O-:21]>>[Na+:17].[c:3]1([S:18](=[O:19])(=[O:20])[O-:21])[c:4]2[c:5]([s:6][c:7]1[C:8](=[O:9])[OH:10])[cH:11][c:12]([Cl:15])[cH:13][cH:14]2. The reactants are C12(CC3CC(CC(C1)C3)C2)C2=CC=C(OCC(=O)NC=3C=C(C(=O)O)C=CC3)C=C2 (3-[2-(4-adamantan-1-yl-phenoxy)-acetylamino]-benzoic acid), NCCC1=CC=NC=C1 (4-(2-aminoethyl)pyridine), CCN(C(C)C)C(C)C (DIPEA), C(CCl)Cl (EDC), C=1C=CC2=C(C1)N=NN2O (HOBt). The solvent is C(C)(=O)OCC (ethyl acetate), CN(C)C=O (DMF). Conditions: time 16 hour. Yields the product C12(CC3CC(CC(C1)C3)C2)C2=CC=C(OCC(=O)NC=3C=C(C(=O)NCCC1=CC=NC=C1)C=CC3)C=C2 (3-[2-(4-adamantan-1-yl-phenoxy)-acetylamino]-N-(2-pyridine-4-yl-ethyl)benzamide). Isolated yield 39.9%. RXN SMILES: [C:1]12([C:11]3[CH:30]=[CH:29][C:14]([O:15][CH2:16][C:17]([NH:19][C:20]4[CH:21]=[C:22]([CH:26]=[CH:27][CH:28]=4)[C:23]([OH:25])=O)=[O:18])=[CH:13][CH:12]=3)[CH2:10][CH:5]3[CH2:6][CH:7]([CH2:9][CH:3]([CH2:4]3)[CH2:2]1)[CH2:8]2.[NH2:31][CH2:32][CH2:33][C:34]1[CH:39]=[CH:38][N:37]=[CH:36][CH:35]=1.CCN(C(C)C)C(C)C.C(Cl)CCl.C1C=CC2N(O)N=NC=2C=1>CN(C=O)C.C(OCC)(=O)C>[C:1]12([C:11]3[CH:12]=[CH:13][C:14]([O:15][CH2:16][C:17]([NH:19][C:20]4[CH:21]=[C:22]([CH:26]=[CH:27][CH:28]=4)[C:23]([NH:31][CH2:32][CH2:33][C:34]4[CH:39]=[CH:38][N:37]=[CH:36][CH:35]=4)=[O:25])=[O:18])=[CH:29][CH:30]=3)[CH2:2][CH:3]3[CH2:9][CH:7]([CH2:6][CH:5]([CH2:4]3)[CH2:10]1)[CH2:8]2. Procedure: To a solution of 3-[2-(4-adamantan-1-yl-phenoxy)-acetylamino]-benzoic acid (50 mg, 0.123 mmol), 4-(2-aminoethyl)pyridine (22.59 mg, 0.184 mmol) and DIPEA (23.90 mg, 0.184 mmol) in DMF 1 mL was added EDC (35.45 mg, 0.184 mmol) and HOBt (24.99 mg, 0.184 mmol) at room temperature and continued stirring for 16 h at room temperature. Reaction mixture was diluted with ethyl acetate and sequentially washed with aqueous sodium bicarbonate, brine and water, and dried over MgSO4. The solvent was filtered ... Starting materials: N1C=NC(=C1)C(=O)OC(C)C (isopropyl 4-imidazolecarboxylate), C1=CC=CC2=C1CCCCC2O (6,7,8,9-tetrahydro-5H-benzocyclohepten-5-ol), N(=NC(=O)OC(C)C)C(=O)OC(C)C (diisopropyl azodicarboxylate), C1(=CC=CC=C1)P(C1=CC=CC=C1)C1=CC=CC=C1 (triphenylphosphine). Solvent: C1CCOC1 (THF). Conditions: temperature 0 celsius. Yields the product C(C)(C)OC(=O)C=1N(C=NC1)C1CCCCC2=C1C=CC=C2 (3-(6,7,8,9-tetrahydro-5H-benzocyclohepten-5-yl)-3H-imidazole-4-carboxylic acid isopropyl ester). Reaction SMILES: [NH:1]1[CH:5]=[C:4]([C:6]([O:8][CH:9]([CH3:11])[CH3:10])=[O:7])[N:3]=[CH:2]1.[CH:12]1[C:17]2[CH2:18][CH2:19][CH2:20][CH2:21][CH:22](O)[C:16]=2[CH:15]=[CH:14][CH:13]=1.C1(P(C2C=CC=CC=2)C2C=CC=CC=2)C=CC=CC=1.N(C(OC(C)C)=O)=NC(OC(C)C)=O>C1COCC1>[CH:9]([O:8][C:6]([C:4]1[N:3]([CH:18]2[C:17]3[CH:12]=[CH:13][CH:14]=[CH:15][C:16]=3[CH2:22][CH2:21][CH2:20][CH2:19]2)[CH:2]=[N:1][CH:5]=1)=[O:7])([CH3:11])[CH3:10]. Procedure details: To a solution of isopropyl 4-imidazolecarboxylate (601 mg, 3.9 mmol) in THF (30 mL) is added 6,7,8,9-tetrahydro-5H-benzocyclohepten-5-ol (CAS#35550-94-8, 487 mg, 3.0 mmol), which can be prepared as described in Ollivier, R.; et al. Journal of Medicinal Chemistry, 1997, 40, 952-960, followed by triphenylphosphine (1.02 g, 3.9 mmol). The reaction is cooled to 0° C. and diisopropyl azodicarboxylate (755 μL, 3.9 mmol) is added. The reaction is permitted to warm to room temperature and stirred until ... The reactants are COC(=O)c1sc(C(C)(C)C)cc1NS(=O)(=O)c1ccc(C)cc1C, [Li+], [OH-], O. Product: Cc1ccc(S(=O)(=O)Nc2cc(C(C)(C)C)sc2C(=O)O)c(C)c1. As a reaction SMILES: [CH3:1][O:2][C:3](=[O:4])[c:5]1[s:6][c:7]([C:22]([CH3:23])([CH3:24])[CH3:25])[cH:8][c:9]1[NH:10][S:11](=[O:12])(=[O:13])[c:14]1[c:15]([CH3:21])[cH:16][c:17]([CH3:20])[cH:18][cH:19]1.[Li+:27].[OH-:26].[OH2:28]>>[O:2]=[C:3]([OH:4])[c:5]1[s:6][c:7]([C:22]([CH3:23])([CH3:24])[CH3:25])[cH:8][c:9]1[NH:10][S:11](=[O:12])(=[O:13])[c:14]1[c:15]([CH3:21])[cH:16][c:17]([CH3:20])[cH:18][cH:19]1. Starting materials: O=C(O)CCC(c1cccs1)N1C(=O)c2ccccc2C1=O, [Cl-], O=S(Cl)Cl, c1ccccc1. Product: O=C(O)CCC(c1cccs1)N1C(=O)c2ccccc2C1=O, [Cl-], [Cl-]. Reaction SMILES: [C:2]1(=[O:23])[c:3]2[c:4]([cH:19][cH:20][cH:21][cH:22]2)[C:5](=[O:18])[N:6]1[CH:7]([CH2:8][CH2:9][C:10](=[O:11])[OH:12])[c:13]1[s:14][cH:15][cH:16][cH:17]1.[Cl-:1].[S:24]([Cl:25])([Cl:26])=[O:27].[cH:28]1[cH:29][cH:30][cH:31][cH:32][cH:33]1>>[C:2]1(=[O:23])[c:3]2[c:4]([cH:19][cH:20][cH:21][cH:22]2)[C:5](=[O:18])[N:6]1[CH:7]([CH2:8][CH2:9][C:10](=[O:11])[OH:12])[c:13]1[s:14][cH:15][cH:16][cH:17]1.[Cl-:1].[Cl-:26]. Reactants: C(C)(=O)Cl (Acetyl chloride), CC1=C(C(=O)O)C=C(C=C1)[N+](=O)[O-] (2-methyl-5-nitro-benzoic acid). Run in CO (MeOH). Conditions: time 10 minute. Yields the product COC(C1=C(C=CC(=C1)[N+](=O)[O-])C)=O (2-Methyl-5-nitro-benzoic acid methyl ester). Reaction SMILES: [C:1](Cl)(=O)C.[CH3:5][C:6]1[CH:14]=[CH:13][C:12]([N+:15]([O-:17])=[O:16])=[CH:11][C:7]=1[C:8]([OH:10])=[O:9]>CO>[CH3:1][O:9][C:8](=[O:10])[C:7]1[CH:11]=[C:12]([N+:15]([O-:17])=[O:16])[CH:13]=[CH:14][C:6]=1[CH3:5]. Procedure details: Acetyl chloride (15 ml) was added to MeOH (500 ml) at room temperature. After 10 min, 2-methyl-5-nitro-benzoic acid (25.00 g, 138.00 mmol) was added. The reaction solution was heated for reflux for 18 h. The solution was then concentrated in vacuo. The residue was dissolved in diethyl ether and washed with H2O and saturated aqueous solution of NaHCO3 respectively. The organic phase was dried over MgSO4 and concentrated in vacuo to provide the title compound as a white solid. Reactants: carboxylic acid methyl ester, COC(CN(C1=CC=C(C=C1)C)S(=O)(=O)C1=CC=C(C=C1)OCC)=O (methyl{[(4-ethoxyphenyl)sulfonyl]-4-methylanilino}acetate), O.NN (Hydrazine hydrate). Solvent: CO (MeOH). Run at time 8 hour. The product is desired product, C(C)OC1=CC=C(C=C1)S(=O)(=O)N(C1=CC=C(C=C1)C)CC(=O)NN (4-ethoxy-N-(2-hydrazino-2-oxoethyl)-N-(4-methylphenyl)benzenesulfonamide). Yield: 72.0%. Reaction SMILES: C[O:2][C:3](=O)[CH2:4][N:5]([S:13]([C:16]1[CH:21]=[CH:20][C:19]([O:22][CH2:23][CH3:24])=[CH:18][CH:17]=1)(=[O:15])=[O:14])[C:6]1[CH:11]=[CH:10][C:9]([CH3:12])=[CH:8][CH:7]=1.O.[NH2:27][NH2:28]>CO>[CH2:23]([O:22][C:19]1[CH:20]=[CH:21][C:16]([S:13]([N:5]([CH2:4][C:3]([NH:27][NH2:28])=[O:2])[C:6]2[CH:11]=[CH:10][C:9]([CH3:12])=[CH:8][CH:7]=2)(=[O:15])=[O:14])=[CH:17][CH:18]=1)[CH3:24] |f:1.2|. Procedure details: The crude carboxylic acid methyl ester, e.g. methyl{[(4-ethoxyphenyl)sulfonyl]-4-methylanilino}acetate (3.816 g, 10.5 mmol), was dissolved in MeOH (30 mL). Hydrazine hydrate was added (3.3 mL). The reaction mixture was stirred overnight at room temperature. A white precipitate was formed. It was isolated by filtration and rinsed with cold MeOH. From mother liquors some more compound could be recovered, affording the desired product, e.g. 4-ethoxy-N-(2-hydrazino-2-oxoethyl)-N-(4-methylphenyl)benz...